From a dataset of the Open Reaction Database (ORD), a public repository of structured organic reaction records. describe an organic reaction: reactants, conditions, products, and yield Reactants: COc1ccc(N2CCN(C(=O)OCc3ccccc3)CC2)c2sc(NC(=O)c3ccc(C)s3)nc12, ClCCl. Product: COc1ccc(N2CCNCC2)c2sc(NC(=O)c3ccc(C)s3)nc12. As a reaction SMILES: [CH2:1]([O:2][C:3](=[O:4])[N:11]1[CH2:12][CH2:13][N:14]([c:17]2[cH:18][cH:19][c:20]([O:35][CH3:36])[c:21]3[n:22][c:23]([NH:26][C:27](=[O:28])[c:29]4[s:30][c:31]([CH3:34])[cH:32][cH:33]4)[s:24][c:25]23)[CH2:15][CH2:16]1)[c:5]1[cH:6][cH:7][cH:8][cH:9][cH:10]1.[Cl:37][CH2:38][Cl:39]>>[NH:11]1[CH2:12][CH2:13][N:14]([c:17]2[cH:18][cH:19][c:20]([O:35][CH3:36])[c:21]3[n:22][c:23]([NH:26][C:27](=[O:28])[c:29]4[s:30][c:31]([CH3:34])[cH:32][cH:33]4)[s:24][c:25]23)[CH2:15][CH2:16]1. The reactants are FC(S(=O)(=O)OCC(C(C(C(F)F)(F)F)(F)F)(F)F)(F)F (2,2,3,3,4,4,5,5-octafluoropentyl trifluoromethanesulfonate), C([O-])([O-])=O.[K+].[K+] (potassium carbonate), C(CC#N)#N (malononitrile), FC(S(=O)(=O)OCC(C(C(C(F)F)(F)F)(F)F)(F)F)(F)F (2,2,3,3,4,4,5,5-octafluoropentyl trifluoromethanesulfonate), C([O-])([O-])=O.[K+].[K+] (potassium carbonate), Cl (hydrochloric acid). Run in CS(=O)C (dimethyl sulfoxide), CS(=O)C (dimethyl sulfoxide). Run at time 3 hour. The product is FC(CC(C#N)(C#N)CC(C(C(C(F)F)(F)F)(F)F)(F)F)(C(C(C(F)F)(F)F)(F)F)F (2,2-bis(2,2,3,3,4,4,5,5-octafluoropentyl)malononitrile). Isolated yield 1.3%. As a reaction SMILES: FC(F)(F)S(O[CH2:7][C:8]([F:19])([F:18])[C:9]([F:17])([F:16])[C:10]([F:15])([F:14])[CH:11]([F:13])[F:12])(=O)=O.C(=O)([O-])[O-].[K+].[K+].[C:28](#[N:32])[CH2:29][C:30]#[N:31].Cl>CS(C)=O>[F:18][C:8]([F:19])([C:9]([F:16])([F:17])[C:10]([F:14])([F:15])[CH:11]([F:13])[F:12])[CH2:7][C:29]([CH2:7][C:8]([F:18])([F:19])[C:9]([F:16])([F:17])[C:10]([F:14])([F:15])[CH:11]([F:12])[F:13])([C:28]#[N:32])[C:30]#[N:31] |f:1.2.3|. Reported procedure: 14.6 g of 2,2,3,3,4,4,5,5-octafluoropentyl trifluoromethanesulfonate was dissolved in 30 ml of dimethyl sulfoxide, and 5.5 g of potassium carbonate was added. Further, 2.6 g of malononitrile dissolved in 10 ml of dimethyl sulfoxide was added dropwise, and the mixture was stirred at room temperature for 3 hours. Further, 7.0 g of 2,2,3,3,4,4,5,5-octafluoropentyl trifluoromethanesulfonate and 2.7 g of potassium carbonate were added, and the mixture was stirred for 1 hour. Thereafter, dilute hydroc... The reactants are Cc1cc(C)cc(N(CCNC(=O)OC(C)(C)C)Cc2ccc3nc(NCCCN4CCOCC4)n(Cc4nc(C)ccc4O)c3c2)c1, Cl, C1CCOC1, O. Yields the product Cc1cc(C)cc(N(CCN)Cc2ccc3nc(NCCCN4CCOCC4)n(Cc4nc(C)ccc4O)c3c2)c1. RXN SMILES: [C:1]([O:2][C:3](=[O:4])[NH:7][CH2:8][CH2:9][N:10]([CH2:11][c:12]1[cH:13][c:14]2[c:15]([n:16][c:17]([NH:28][CH2:29][CH2:30][CH2:31][N:32]3[CH2:33][CH2:34][O:35][CH2:36][CH2:37]3)[n:18]2[CH2:19][c:20]2[n:21][c:22]([CH3:27])[cH:23][cH:24][c:25]2[OH:26])[cH:38][cH:39]1)[c:40]1[cH:41][c:42]([CH3:47])[cH:43][c:44]([CH3:46])[cH:45]1)([CH3:5])([CH3:6])[CH3:48].[ClH:49].[O:51]1[CH2:52][CH2:53][CH2:54][CH2:55]1.[OH2:50]>>[NH2:7][CH2:8][CH2:9][N:10]([CH2:11][c:12]1[cH:13][c:14]2[c:15]([n:16][c:17]([NH:28][CH2:29][CH2:30][CH2:31][N:32]3[CH2:33][CH2:34][O:35][CH2:36][CH2:37]3)[n:18]2[CH2:19][c:20]2[n:21][c:22]([CH3:27])[cH:23][cH:24][c:25]2[OH:26])[cH:38][cH:39]1)[c:40]1[cH:41][c:42]([CH3:47])[cH:43][c:44]([CH3:46])[cH:45]1. Starting materials: CCOC(=O)c1cc2ccn(Cc3cccc(Cl)c3F)c2cn1, Fc1c(Cl)cccc1CBr, O=C(O)c1cc2ccn(Cc3c(F)ccc(Cl)c3F)c2cn1, O=C(NO)c1cc2ccn(Cc3c(F)ccc(Cl)c3F)c2cn1, O=C(O)c1cc2ccn(Cc3cccc(Cl)c3F)c2cn1, Cl, NO, CCOC(=O)c1cc2cc[nH]c2cn1. The product is O=C(NO)c1cc2ccn(Cc3cccc(Cl)c3F)c2cn1. RXN SMILES: [Cl:1][c:2]1[c:3]([F:4])[c:5]([CH2:9][n:10]2[c:11]3[cH:12][n:13][c:14]([C:15]([O:16][CH2:17][CH3:18])=[O:19])[cH:20][c:21]3[cH:22][cH:23]2)[cH:6][cH:7][cH:8]1.[Cl:38][c:39]1[c:40]([F:41])[c:42]([CH2:46][Br:47])[cH:43][cH:44][cH:45]1.[Cl:48][c:49]1[c:50]([F:51])[c:52]([CH2:57][n:58]2[c:59]3[cH:60][n:61][c:62]([C:63]([OH:64])=[O:65])[cH:66][c:67]3[cH:68][cH:69]2)[c:53]([F:54])[cH:55][cH:56]1.[Cl:70][c:71]1[c:72]([F:92])[c:73]([CH2:74][n:75]2[cH:76][cH:77][c:78]3[c:79]2[cH:80][n:81][c:82]([C:84](=[O:85])[NH:86][OH:87])[cH:83]3)[c:88]([F:91])[cH:89][cH:90]1.[Cl:93][c:94]1[c:95]([F:96])[c:97]([CH2:101][n:102]2[c:103]3[cH:104][n:105][c:106]([C:107]([OH:108])=[O:109])[cH:110][c:111]3[cH:112][cH:113]2)[cH:98][cH:99][cH:100]1.[ClH:114].[NH2:115][OH:116].[nH:24]1[c:25]2[cH:26][n:27][c:28]([C:29]([O:30][CH2:31][CH3:32])=[O:33])[cH:34][c:35]2[cH:36][cH:37]1>>[Cl:70][c:71]1[c:72]([F:92])[c:73]([CH2:74][n:75]2[cH:76][cH:77][c:78]3[c:79]2[cH:80][n:81][c:82]([C:84](=[O:85])[NH:86][OH:87])[cH:83]3)[cH:88][cH:89][cH:90]1.